Dataset: the Open Reaction Database (ORD), a public repository of structured organic reaction records. Task: describe an organic reaction: reactants, conditions, products, and yield Starting materials: CCCN, CO, O=Cc1cc(-c2ccccc2CCNS(=O)(=O)c2ccccc2)ccc1[N+](=O)[O-]. The product is CCCNCc1cc(-c2ccccc2CCNS(=O)(=O)c2ccccc2)ccc1[N+](=O)[O-]. RXN SMILES: [CH3:30][CH2:31][CH2:32][NH2:33].[CH3:34][OH:35].[CH:1](=[O:2])[c:3]1[cH:4][c:5](-[c:12]2[c:13]([CH2:18][CH2:19][NH:20][S:21](=[O:22])(=[O:23])[c:24]3[cH:25][cH:26][cH:27][cH:28][cH:29]3)[cH:14][cH:15][cH:16][cH:17]2)[cH:6][cH:7][c:8]1[N+:9](=[O:10])[O-:11]>>[CH2:1]([c:3]1[cH:4][c:5](-[c:12]2[c:13]([CH2:18][CH2:19][NH:20][S:21](=[O:22])(=[O:23])[c:24]3[cH:25][cH:26][cH:27][cH:28][cH:29]3)[cH:14][cH:15][cH:16][cH:17]2)[cH:6][cH:7][c:8]1[N+:9](=[O:10])[O-:11])[NH:33][CH2:32][CH2:31][CH3:30]. Starting materials: C(CCC)(=O)C=1C=NC2=C(C=CC=C2C1Cl)OCCCSC (3-butyryl-4-chloro-8-(3-methylthiopropoxy)quinoline), COC1=C(N)C=CC=C1 (2-methoxyaniline). The solvent is C1(=CC=CC=C1)C (toluene). Conditions: temperature 55 celsius, time 8 hour. The product is C(CCC)(=O)C=1C=NC2=C(C=CC=C2C1NC1=C(C=CC=C1)OC)OCCCSC (3-butyryl-4-(2-methoxyphenylamino)-8-(3-methylthiopropoxy)quinoline). Isolated yield 71.4%. As a reaction SMILES: [C:1]([C:6]1[CH:7]=[N:8][C:9]2[C:14]([C:15]=1Cl)=[CH:13][CH:12]=[CH:11][C:10]=2[O:17][CH2:18][CH2:19][CH2:20][S:21][CH3:22])(=[O:5])[CH2:2][CH2:3][CH3:4].[CH3:23][O:24][C:25]1[CH:31]=[CH:30][CH:29]=[CH:28][C:26]=1[NH2:27]>C1(C)C=CC=CC=1>[C:1]([C:6]1[CH:7]=[N:8][C:9]2[C:14]([C:15]=1[NH:27][C:26]1[CH:28]=[CH:29][CH:30]=[CH:31][C:25]=1[O:24][CH3:23])=[CH:13][CH:12]=[CH:11][C:10]=2[O:17][CH2:18][CH2:19][CH2:20][S:21][CH3:22])(=[O:5])[CH2:2][CH2:3][CH3:4]. Reported procedure: A mixture of 3-butyryl-4-chloro-8-(3-methylthiopropoxy)quinoline (0.95 g, 2.97 mmol) and 2-methoxyaniline (1.46 g, 11.8 mmol) in toluene was heated to 55° C. and stirred overnight. The solvent was evaporated and the residue was partitioned between methylene chloride and a saturated sodium bicarbonate solution. The organic layer was dried over Na2SO4 and evaporated. The residue was chromatographed (SiO2 ; CH2Cl2 :MeOH 95:5) yielding 0.90g (71%) of the desired product. Starting materials: N1=CC=C(C2=CC=CC=C12)C(=O)O (Quinoline-4-carboxylic acid), Nickel aluminum amalgam. Run in [OH-].[K+] (potassium hydroxide). Reaction conditions: time 48 hour. Product: N1CCC(C2=CC=CC=C12)C(=O)O ((±)-1,2,3,4-Tetrahydro-quinoline-4-carboxylic acid). As a reaction SMILES: [N:1]1[C:10]2[C:5](=[CH:6][CH:7]=[CH:8][CH:9]=2)[C:4]([C:11]([OH:13])=[O:12])=[CH:3][CH:2]=1>[OH-].[K+]>[NH:1]1[C:10]2[C:5](=[CH:6][CH:7]=[CH:8][CH:9]=2)[CH:4]([C:11]([OH:13])=[O:12])[CH2:3][CH2:2]1 |f:1.2|. Procedure: Quinoline-4-carboxylic acid (580 mg, 3.35 mmol) was dissolved in an aqueous potassium hydroxide solution (1 M, 10 mL). Nickel/aluminum amalgam (3 g) was added in portions over 1.5 hours. The heterogeneous mixture was stirred at room temperature for 48 hours. Upon completion, the reaction was filtered through Celite® and washed with ethyl acetate. The pH of the aqueous layer was adjusted with concentrated hydrochloric acid to 4-5. Solid sodium chloride was added until the aqueous layer was satura... Reactants: COC(C=P(C1=CC=CC=C1)(C1=CC=CC=C1)C1=CC=CC=C1)=O (Methyl(triphenylphosphoranylidene)acetate), BrC=1C=C2C=C(C(=NC2=CC1F)NCC1=CC=C(C=C1)OC)C=O (6-bromo-7-fluoro-2-(4-methoxybenzylamino)quinoline-3-carbaldehyde), C1CCOC1 (THF). The product is BrC=1C=C2C=C(C(=NC2=CC1F)NCC1=CC=C(C=C1)OC)/C=C/C(=O)OC ((E)-methyl 3-(6-bromo-7-fluoro-2-(4-methoxybenzylamino)quinolin-3-yl)acrylate). Reaction conditions: temperature 70 celsius. Procedure details: DMF (54 ml, 701 mmol, 2.5 eq.) was added dropwise (via a syringe pump) to phosphoryl trichloride (179 ml, 1962 mmol, 7.0 eq.) in a 350 mL sealed tube in an ice bath under nitrogen. After the addition, the water bath was removed and N-(3-fluoro-4-bromophenyl)acetamide (65 g, 280 mmol) was added in one portion and stirred until a homogenous solution was observed (approx. 30 min.). The reaction vessel was sealed and heated at 75° C. for 48 h. The reaction was allowed to cool and slowly poured onto ... Reaction SMILES: [CH3:1][O:2][C:3](=[O:24])[CH:4]=P(C1C=CC=CC=1)(C1C=CC=CC=1)C1C=CC=CC=1.[Br:25][C:26]1[CH:27]=[C:28]2[C:33](=[CH:34][C:35]=1[F:36])[N:32]=[C:31]([NH:37][CH2:38][C:39]1[CH:44]=[CH:43][C:42]([O:45][CH3:46])=[CH:41][CH:40]=1)[C:30](C=O)=[CH:29]2.[CH2:49]1COCC1>>[Br:25][C:26]1[CH:27]=[C:28]2[C:33](=[CH:34][C:35]=1[F:36])[N:32]=[C:31]([NH:37][CH2:38][C:39]1[CH:44]=[CH:43][C:42]([O:45][CH3:46])=[CH:41][CH:40]=1)[C:30](/[CH:49]=[CH:4]/[C:3]([O:2][CH3:1])=[O:24])=[CH:29]2.